This data is from the Open Reaction Database (ORD), a public repository of structured organic reaction records. The task is: describe an organic reaction: reactants, conditions, products, and yield Starting materials: [BH3-]C#N, CC1CN(Cc2ccc(-c3cccnc3N3CCC(=O)CC3)nc2)CC(C)N1, CC(=O)O, CO, Nc1cccc(F)c1, [Na+]. The product is CC1CN(Cc2ccc(-c3cccnc3N3CCC(Nc4cccc(F)c4)CC3)nc2)CC(C)N1. Reaction SMILES: [C:41]([BH3-:42])#[N:43].[CH3:1][CH:2]1[CH2:3][N:4]([CH2:9][c:10]2[cH:11][cH:12][c:13](-[c:16]3[c:17]([N:22]4[CH2:23][CH2:24][C:25](=[O:28])[CH2:26][CH2:27]4)[n:18][cH:19][cH:20][cH:21]3)[n:14][cH:15]2)[CH2:5][CH:6]([CH3:8])[NH:7]1.[CH3:37][C:38](=[O:39])[OH:40].[CH3:45][OH:46].[NH2:29][c:30]1[cH:31][cH:32][cH:33][c:34]([F:35])[cH:36]1.[Na+:44]>>[CH3:1][CH:2]1[CH2:3][N:4]([CH2:9][c:10]2[cH:11][cH:12][c:13](-[c:16]3[c:17]([N:22]4[CH2:23][CH2:24][CH:25]([NH:29][c:30]5[cH:31][cH:32][cH:33][c:34]([F:35])[cH:36]5)[CH2:26][CH2:27]4)[n:18][cH:19][cH:20][cH:21]3)[n:14][cH:15]2)[CH2:5][CH:6]([CH3:8])[NH:7]1. The reactants are CC(C)(C#C)O (2-methyl-3-butyn-2-ol), 1,8-diazabicyclo-[5.4.0]-7-undecene, OC=1C=C2C=CC=NC2=CC1 (6-hydroxyquinoline), 1,8-diazabicyclo-[5.4.0]-7-undecene, FC(C(=O)O)(F)F (trifluoroacetic acid), Cl (HCl). Reagents/catalysts: [Cu]Cl (copper (I) chloride). Solvent: C(C)#N (acetonitrile), C(C)#N (acetonitrile). Run at temperature 0 celsius, time 3 hour. Yields the product CC(C#C)(C)OC=1C=C2C=CC=NC2=CC1 (6-[(1,1-dimethyl-2-propynyl)oxy]quinoline). As a reaction SMILES: [CH3:1][C:2]([OH:6])([C:4]#[CH:5])[CH3:3].FC(F)(F)C(O)=O.O[C:15]1[CH:16]=[C:17]2[C:22](=[CH:23][CH:24]=1)[N:21]=[CH:20][CH:19]=[CH:18]2.Cl>C(#N)C.[Cu]Cl>[CH3:1][C:2]([O:6][C:15]1[CH:16]=[C:17]2[C:22](=[CH:23][CH:24]=1)[N:21]=[CH:20][CH:19]=[CH:18]2)([CH3:3])[C:4]#[CH:5]. Procedure details: A solution of 2-methyl-3-butyn-2-ol (2.45 mL, 25.1 mmol) and 1,8-diazabicyclo-[5.4.0]-7-undecene (4.25 mL, 28.4 mmol) in acetonitrile (15.5 mL) was stirred 0° C. for 30 minutes, and anhydrous trifluoroacetic acid (3.55 mL, 25.1 mmol) was added dropwise. The resulting mixture was added dropwise to a mixed solution of 6-hydroxyquinoline (2.43 g, 16.7 mmol), copper (I) chloride (8.3 mg, 0.0835 mmol), acetonitrile (15.5 mL) and 1,8-diazabicyclo-[5.4.0]-7-undecene (4.25 mL, 28.4 mmol) at 0° C., and s... The reactants are O.NN (Hydrazine hydrate), C(C1=CC=CC=C1)N1CC(CC1)(COC)CN1C(C2=CC=CC=C2C1=O)=O (2-(1-benzyl-3-methoxymethylpyrrolidin-3-ylmethyl)isoindole-1,3-dione), Cl (hydrochloric acid). The solvent is C(C)O (ethanol). The product is C(C1=CC=CC=C1)N1CC(CC1)(COC)CN (1-(1-Benzyl-3-methoxymethylpyrrolidin-3-yl)methylamine). Isolated yield 89.5%. As a reaction SMILES: O.NN.[CH2:4]([N:11]1[CH2:15][CH2:14][C:13]([CH2:19][N:20]2C(=O)C3C(=CC=CC=3)C2=O)([CH2:16][O:17][CH3:18])[CH2:12]1)[C:5]1[CH:10]=[CH:9][CH:8]=[CH:7][CH:6]=1.Cl>C(O)C>[CH2:4]([N:11]1[CH2:15][CH2:14][C:13]([CH2:19][NH2:20])([CH2:16][O:17][CH3:18])[CH2:12]1)[C:5]1[CH:6]=[CH:7][CH:8]=[CH:9][CH:10]=1 |f:0.1|. Procedure: Hydrazine hydrate (85% solution in water, 0.372 g, 6.32 mmol) is added to a solution of 2-(1-benzyl-3-methoxymethylpyrrolidin-3-ylmethyl)isoindole-1,3-dione (Example A20, 1.581 g, 4.34 mmol) in ethanol (50 mL). The resulting mixture is refluxed for 4.5 hours, cooled and acidified with concentrated hydrochloric acid. The precipitate is removed by filtration and the filtrate is concentrated in vacuo. The residue is dissolved in ethanol/water (2:1) and the insoluble material is removed by filtratio... Reactants: 3.61, C(C1=CC=CC=C1)N1N=C(C(=C1Br)[N+](=O)[O-])Br (1-benzyl-3,5-dibromo-4-nitropyrazole), C(O)CN (ethanolamine), O (water). Yields the product C(C1=CC=CC=C1)N1N=C(C(=C1NCCO)[N+](=O)[O-])Br (1-benzyl-3-bromo-5-(2'-hydroxyethyl)amino-4-nitropyrazole). RXN SMILES: [CH2:1]([N:8]1[C:12](Br)=[C:11]([N+:14]([O-:16])=[O:15])[C:10]([Br:17])=[N:9]1)[C:2]1[CH:7]=[CH:6][CH:5]=[CH:4][CH:3]=1.O.[CH2:19]([CH2:21][NH2:22])[OH:20]>>[CH2:1]([N:8]1[C:12]([NH:22][CH2:21][CH2:19][OH:20])=[C:11]([N+:14]([O-:16])=[O:15])[C:10]([Br:17])=[N:9]1)[C:2]1[CH:7]=[CH:6][CH:5]=[CH:4][CH:3]=1. Reported procedure: 3.61 (10 mmoles) of 1-benzyl-3,5-dibromo-4-nitropyrazole are heated at 80° C. in 15 ml ethanolamine for 2 hours. After cooling, the reaction mixture is poured on 30 ml water and the separated precipitate is collected by filtration. After recrystallizing once from toluene, 2.5 g (74 percent of theory) of 1-benzyl-3-bromo-5-(2'-hydroxyethyl)amino-4-nitropyrazole are obtained in the form of pale yellow crystals with a melting point of 110° to 112° C. The reactants are C(C)(=O)C=1N=C(SC1)C1=CC=CC=C1 (4-Acetyl-2-phenylthiazole), CC(=O)O (CH3CO2H), SeO2. Solvent: O (H2O). Yields the product C1(=CC=CC=C1)C=1SC=C(N1)C(=O)C=O ((2-Phenyl-4-thiazolyl)glyoxal). RXN SMILES: [C:1]([C:4]1[N:5]=[C:6]([C:9]2[CH:14]=[CH:13][CH:12]=[CH:11][CH:10]=2)[S:7][CH:8]=1)(=[O:3])[CH3:2].CC(O)=[O:17]>O>[C:9]1([C:6]2[S:7][CH:8]=[C:4]([C:1]([CH:2]=[O:17])=[O:3])[N:5]=2)[CH:14]=[CH:13][CH:12]=[CH:11][CH:10]=1. Reported procedure: 4-Acetyl-2-phenylthiazole (16.9 g., 0.083 mol) was dissolved in a mixture of 165 ml. CH3CO2H and 65 ml. H2O by warming to 50°. SeO2 (19.4 g., 0.175 mol) was added and the mixture refluxed for 3 hours, then decolorized with activated carbon, filtered, the filtrate concentrated to an oil, the residue taken up in 600 ml. ethyl acetate, washed 2×300 ml. saturated NaHCO3 and 1×300 ml. brine, and stripped to solids (crude hydrate), 16.2 g. The latter (6 g.) was heated to melting (155°) in vacuo for 10... Starting materials: ice water, II (iodine), BrC1=C(C=C(C=C1)Cl)C(F)(F)F (1-bromo-4-chloro-2-trifluoromethyl-benzene), C(C(C)C)=O (isobutyraldehyde), Grignard reagent, Cl (hydrochloric acid). RXN SMILES: II.Br[C:4]1[CH:9]=[CH:8][C:7]([Cl:10])=[CH:6][C:5]=1[C:11]([F:14])([F:13])[F:12].[CH:15](=[O:19])[CH:16]([CH3:18])[CH3:17].Cl>C(OCC)C>[Cl:10][C:7]1[CH:8]=[CH:9][C:4]([CH:15]([OH:19])[CH:16]([CH3:18])[CH3:17])=[C:5]([C:11]([F:14])([F:13])[F:12])[CH:6]=1. Run in C(C)OCC (diethyl ether), C(C)OCC (diethyl ether). Conditions: time 8 hour. Procedure: A Grignard is prepared from 1.77 g (73 mmol) of iodine-activated magnesium and 18.70 g (72 mmol) 1-bromo-4-chloro-2-trifluoromethyl-benzene dissolved in 150 mL diethyl ether. 5.46 g (72 mmol) isobutyraldehyde in 30 mL diethyl ether are added dropwise to the Grignard reagent at ambient temperature. After the addition has ended the reaction mixture is refluxed for 30 minutes and then stirred overnight at ambient temperature. It is combined with ice water and acidified with hydrochloric acid. The a... Product: ClC1=CC(=C(C=C1)C(C(C)C)O)C(F)(F)F (1-(4-chloro-2-trifluoromethyl-phenyl)-2-methyl-propan-1-ol). The reactants are COc1ccc(Oc2ccccc2)cc1C=NO, O=S(Cl)Cl, c1ccccc1. The product is COc1ccc(Oc2ccccc2)cc1C#N. RXN SMILES: [CH3:5][O:6][c:7]1[c:8]([CH:9]=[N:10][OH:11])[cH:12][c:13]([O:16][c:17]2[cH:18][cH:19][cH:20][cH:21][cH:22]2)[cH:14][cH:15]1.[S:1]([Cl:2])([Cl:3])=[O:4].[cH:23]1[cH:24][cH:25][cH:26][cH:27][cH:28]1>>[CH3:5][O:6][c:7]1[c:8]([C:9]#[N:10])[cH:12][c:13]([O:16][c:17]2[cH:18][cH:19][cH:20][cH:21][cH:22]2)[cH:14][cH:15]1.